From a dataset of the Open Reaction Database (ORD), a public repository of structured organic reaction records. describe an organic reaction: reactants, conditions, products, and yield Starting materials: CC1Oc2ccccc2C(=O)C1n1ccnc1, C1CCOC1, O. Yields the product CC1Oc2ccccc2C(C)(O)C1n1ccnc1. As a reaction SMILES: [CH3:1][CH:2]1[O:3][c:4]2[c:5]([cH:14][cH:15][cH:16][cH:17]2)[C:6](=[O:13])[CH:7]1[n:8]1[cH:9][n:10][cH:11][cH:12]1.[O:19]1[CH2:20][CH2:23][CH2:22][CH2:21]1.[OH2:18]>>[CH3:1][CH:2]1[O:3][c:4]2[c:5]([cH:14][cH:15][cH:16][cH:17]2)[C:6]([OH:13])([CH3:20])[CH:7]1[n:8]1[cH:9][n:10][cH:11][cH:12]1. Reactants: C(O)([O-])=O.[Na+] (sodium hydrogencarbonate), 2-N, [OH-].[Na+] (sodium hydroxide), NC=1C=C(C=CC1OC)\C=C/C1=CC(=C(C(=C1)OC)OC)OC.C(=O)(OCC1C2=CC=CC=C2C2=CC=CC=C12)NCC(=O)N ((Z)-1-(3-Amino-4-methoxyphenyl)-2-(3,4,5-trimethoxyphenyl)-ethene Fmoc-glycineamide). Run in CO (methanol). Run at time 3 hour. The product is NC=1C=C(C=CC1OC)\C=C/C1=CC(=C(C(=C1)OC)OC)OC.NCC(=O)N ((Z)-1-(3-Amino-4-methoxyphenyl)-2-(3,4,5-trimethoxyphenyl)-ethene glycineamide). The yield is 67.6%. As a reaction SMILES: [NH2:1][C:2]1[CH:3]=[C:4](/[CH:10]=[CH:11]\[C:12]2[CH:17]=[C:16]([O:18][CH3:19])[C:15]([O:20][CH3:21])=[C:14]([O:22][CH3:23])[CH:13]=2)[CH:5]=[CH:6][C:7]=1[O:8][CH3:9].C([NH:41][CH2:42][C:43]([NH2:45])=[O:44])(OCC1C2C(=CC=CC=2)C2C1=CC=CC=2)=O.[OH-].[Na+].C(=O)([O-])O.[Na+]>CO>[NH2:1][C:2]1[CH:3]=[C:4](/[CH:10]=[CH:11]\[C:12]2[CH:13]=[C:14]([O:22][CH3:23])[C:15]([O:20][CH3:21])=[C:16]([O:18][CH3:19])[CH:17]=2)[CH:5]=[CH:6][C:7]=1[O:8][CH3:9].[NH2:41][CH2:42][C:43]([NH2:45])=[O:44] |f:0.1,2.3,4.5,7.8|. Procedure: (Z)-1-(3-Amino-4-methoxyphenyl)-2-(3,4,5-trimethoxyphenyl)-ethene-Fmoc-glycineamide (1.08 g, 1.82 mmols) was dissolved in 20 ml of methanol, and 1.0 ml (2.0 mmols) of a 2-N sodium hydroxide aqueous solution was added thereto. The mixture was stirred for 3 hours. A saturated solution of sodium hydrogencarbonate was added thereto, and the mixture was extracted three times with dichloromethane. The extract was dried over anhydrous sodium sulfate, and concentrated to dryness under reduced pressure. ... Starting materials: C(C)N(C1=CC=C(C(=O)OCC)C=C1)C1=CC=2C(CCC(C2C=C1C)C)(C)C (ethyl 4-[ethyl(3,5,8,8-tetramethyl-5,6-dihydronaphthalen-2-yl)amino]benzoate), C(C)N(C1=CC=C(C(=O)OCC)C=C1)C1=CC=2C(=CCC(C2C=C1C)(C)C)C (Ethyl 4-[ethyl(3,5,5,8-tetramethyl-5,6-dihydronaphthalen-2-yl)amino]benzoate), C(C)O (ethyl alcohol), [OH-].[K+] (KOH). The solvent is O (water). Conditions: temperature 60 celsius. The product is C(C)C1=CCC(C=2C=C(C(=CC12)NC1=CC=C(C(=O)OCC)C=C1)C)(C)C (Ethyl 4-[(8-Ethyl-3,5,5-trimethyl-5,6-dihydronaphthalen-2-yl)amino]benzoate). Isolated yield 92.0%. As a reaction SMILES: [CH2:1](N(C1C(C)=CC2C(C)CCC(C)(C)C=2C=1)C1C=CC(C(OCC)=O)=CC=1)C.C([N:31]([C:43]1[C:52]([CH3:53])=[CH:51][C:50]2[C:49]([CH3:55])([CH3:54])[CH2:48][CH:47]=[C:46]([CH3:56])[C:45]=2[CH:44]=1)[C:32]1[CH:42]=[CH:41][C:35]([C:36]([O:38][CH2:39][CH3:40])=[O:37])=[CH:34][CH:33]=1)C.C(O)C.[OH-].[K+]>O>[CH2:56]([C:46]1[C:45]2[CH:44]=[C:43]([NH:31][C:32]3[CH:33]=[CH:34][C:35]([C:36]([O:38][CH2:39][CH3:40])=[O:37])=[CH:41][CH:42]=3)[C:52]([CH3:53])=[CH:51][C:50]=2[C:49]([CH3:54])([CH3:55])[CH2:48][CH:47]=1)[CH3:1] |f:3.4|. Reported procedure: General Procedure E To a solution of ethyl 4-[ethyl(3,5,8,8-tetramethyl-5,6-dihydronaphthalen-2-yl)amino]benzoate, (Compound 19, 0.17 g, 0.45 mmol) and 5 mL of absolute ethyl alcohol was added aqueous 5 M KOH (2 mL). The resulting solution was heated in an 60° C. bath for 24 h. The solution was cooled to room temperature, diluted with water and washed once with 2:1 hexane:ethyl acetate solution, and the layers were separated. The aqueous layer was acidified with HCl 2 N to pH=0-1 and the product... Yields the product OC1=C(C=C(C2=CC=CC=C12)C=O)C (4-hydroxy-3-methyl-1-napthaldehyde). Solvent: ClCCl (dichloromethane). Procedure details: 2-Methyl-1-naphthol (7.0 g, 44.2 mmole) and 1,1-dichloromethyl-methyl ether (7.12 g, 61.9 mmol) were dissolved in dry dichloromethane (150 ml). To the stirred solution stannic chloride (20.72 g, 79.6 mmole) was added dropwise at -58°, the mixture stirred for 45 minutes, and warmed to +10°. It was poured onto ice-water (200 ml) and extracted with ethyl acetate (2×100 ml). The extract was washed with aqueous saturated sodium chloride solution, dried and evaporated. The residue solidified on tritur... Reaction conditions: time 45 minute. The reactants are CC1=C(C2=CC=CC=C2C=C1)O (2-Methyl-1-naphthol), ClCC(CCl)OC(CCl)CCl (1,1-dichloromethyl-methyl ether), stannic chloride. As a reaction SMILES: [CH3:1][C:2]1[CH:11]=[CH:10][C:9]2[C:4](=[CH:5][CH:6]=[CH:7][CH:8]=2)[C:3]=1[OH:12].ClC[CH:15]([O:18]C(CCl)CCl)CCl>ClCCl>[OH:12][C:3]1[C:4]2[C:9](=[CH:8][CH:7]=[CH:6][CH:5]=2)[C:10]([CH:15]=[O:18])=[CH:11][C:2]=1[CH3:1]. The reactants are ClCCOC (chloroethylmethyl ether), ClCCOC (chloroethylmethyl ether), ClCCOC (chloroethylmethyl ether), CC(C)([O-])C.[K+] (potassium t-butoxide), ClC1=CC=C(C=C1)C(=O)C=1NC=CC1 ((4-chlorophenyl)-1H-pyrrol-2-ylmethanone), O (water). The solvent is C1CCOC1 (THF), C1CCOC1 (THF), C1CCOC1 (THF). Reaction conditions: time 20 minute. The product is ClC1=CC=C(C=C1)C1=C(N(C=C1)OCCC)C=O ([(4-chlorophenyl)-1-ethylmethoxy-1H-pyrrol-2-yl]methanone). Yield: 83.0%. Reaction SMILES: [CH3:1][C:2](C)([O-])[CH3:3].[K+].[Cl:7][C:8]1[CH:13]=[CH:12][C:11]([C:14]([C:16]2[NH:17][CH:18]=[CH:19][CH:20]=2)=O)=[CH:10][CH:9]=1.ClCC[O:24]C.[OH2:26]>C1COCC1>[Cl:7][C:8]1[CH:9]=[CH:10][C:11]([C:14]2[CH:19]=[CH:18][N:17]([O:26][CH2:1][CH2:2][CH3:3])[C:16]=2[CH:20]=[O:24])=[CH:12][CH:13]=1 |f:0.1|. Procedure: A solution of 4.8 mL (0.062 mole) of potassium t-butoxide 1.OM in THF added dropwise to 10 g (0.048 mole) of (4-chlorophenyl)-1H-pyrrol-2-ylmethanone in 60 mL of THF. After stirring for 20 minutes, a solution of 5.6 mL (0.062 mole) of chloroethylmethyl ether in 40 mL of THF was added dropwise. The reaction mixture was refluxed for 72 h after which 5 mL of chloroethylmethyl ether was added and refluxing continued overnight. Another 5 mL of chloroethylmethyl ether was added with an additional 24 h... Reactants: ClC=1C(=CC(=C(C1)S(=O)(=O)N)[N+](=O)[O-])[N+](=O)[O-] (5-chloro-2,4-dinitrobenzenesulfonamide), N(CCO)CCO (diethanolamine). Solvent: O1CCOCC1 (dioxan). Yields the product OCCN(CCO)C=1C(=CC(=C(C1)S(=O)(=O)N)[N+](=O)[O-])[N+](=O)[O-] (5-[N,N-bis(2-hydroxyethyl)amino]-2,4-dinitrobenzenesulfonamide). Isolated yield 99.1%. RXN SMILES: Cl[C:2]1[C:3]([N+:15]([O-:17])=[O:16])=[CH:4][C:5]([N+:12]([O-:14])=[O:13])=[C:6]([S:8]([NH2:11])(=[O:10])=[O:9])[CH:7]=1.[NH:18]([CH2:22][CH2:23][OH:24])[CH2:19][CH2:20][OH:21]>O1CCOCC1>[OH:21][CH2:20][CH2:19][N:18]([C:2]1[C:3]([N+:15]([O-:17])=[O:16])=[CH:4][C:5]([N+:12]([O-:14])=[O:13])=[C:6]([S:8]([NH2:11])(=[O:10])=[O:9])[CH:7]=1)[CH2:22][CH2:23][OH:24]. Procedure details: A solution of 5-chloro-2,4-dinitrobenzenesulfonamide (VIII) [Herbert, R. B. and Hollman, R. G. Tetrahedron, 1965, 21, 663-675] (1.55 g, 5.5 mmol) and diethanolamine (1.16 g, 11 mmol) in dioxan (100 mL) was held at 60° C. for 1.5 h, then adsorbed directly onto silica gel. Excess solvent was evaporated under reduced pressure, and the residue was chromatographed on silica gel, eluting with EtOAc/MeOH (19:1), to give 5-[N,N-bis(2-hydroxyethyl)amino]-2,4-dinitrobenzenesulfonamide (IX) (1.91 g, 99%), ... The reactants are O=C(O)C(F)(F)F, [K+], [K+], NC(=O)C1CNCCN1CC(=O)Nc1c(Cl)cc(N)cc1Cl, O=C([O-])[O-], CN(C)C=O, BrCc1nc(-c2ccccc2)c(-c2ccccc2)o1. Product: NC(=O)C1CN(Cc2nc(-c3ccccc3)c(-c3ccccc3)o2)CCN1CC(=O)Nc1c(Cl)cc(N)cc1Cl. RXN SMILES: [F:1][C:2]([F:3])([F:4])[C:5]([OH:6])=[O:7].[K+:49].[K+:50].[NH2:8][C:9](=[O:10])[CH:11]1[N:12]([CH2:17][C:18](=[O:19])[NH:20][c:21]2[c:22]([Cl:29])[cH:23][c:24]([NH2:28])[cH:25][c:26]2[Cl:27])[CH2:13][CH2:14][NH:15][CH2:16]1.[O-:51][C:52]([O-:53])=[O:54].[O:55]=[CH:56][N:57]([CH3:58])[CH3:59].[c:30]1(-[c:36]2[n:37][c:38]([CH2:47][Br:48])[o:39][c:40]2-[c:41]2[cH:42][cH:43][cH:44][cH:45][cH:46]2)[cH:31][cH:32][cH:33][cH:34][cH:35]1>>[NH2:8][C:9](=[O:10])[CH:11]1[N:12]([CH2:17][C:18](=[O:19])[NH:20][c:21]2[c:22]([Cl:29])[cH:23][c:24]([NH2:28])[cH:25][c:26]2[Cl:27])[CH2:13][CH2:14][N:15]([CH2:47][c:38]2[n:37][c:36](-[c:30]3[cH:31][cH:32][cH:33][cH:34][cH:35]3)[c:40](-[c:41]3[cH:42][cH:43][cH:44][cH:45][cH:46]3)[o:39]2)[CH2:16]1.